From a dataset of the Open Reaction Database (ORD), a public repository of structured organic reaction records. describe an organic reaction: reactants, conditions, products, and yield The reactants are CN(C)CCN (dimethylaminoethylamine), COC1=CC=C(C(CC2C(CCCC2)=O)=O)C=C1 (2-(p-methoxyphenacyl)cyclohexanone), O (water). Run in C(C)(=O)O (acetic acid). Product: CN(CCN1C(=CC=2CCCCC12)C1=CC=C(C=C1)OC)C (1-(2-dimethylaminoethyl)-2(p-methoxyphenyl)-4,5,6,7-tetrahydroindole). As a reaction SMILES: [CH3:1][N:2]([CH2:4][CH2:5][NH2:6])[CH3:3].[CH3:7][O:8][C:9]1[CH:24]=[CH:23][C:12]([C:13](=O)[CH2:14][CH:15]2[CH2:20][CH2:19][CH2:18][CH2:17][C:16]2=O)=[CH:11][CH:10]=1.O>C(O)(=O)C>[CH3:1][N:2]([CH3:3])[CH2:4][CH2:5][N:6]1[C:16]2[CH2:17][CH2:18][CH2:19][CH2:20][C:15]=2[CH:14]=[C:13]1[C:12]1[CH:11]=[CH:10][C:9]([O:8][CH3:7])=[CH:24][CH:23]=1. Procedure details: 4.41 g (0.05 mole) of dimethylaminoethylamine are added dropwise to a stirred suspension of 12.32 g (0.05 mole) of 2-(p-methoxyphenacyl)cyclohexanone in glacial acetic acid. After refluxing overnight, ice and water are added, and the cloudy mixture is washed with ether. The aqueous solution is basified with 10% sodium carbonate and extracted with ether. Removal of the ether after drying over sodium sulfate gives a light brown oil which solidifies on cooling. The resulting solid is recrystallized...